This data is from the Open Reaction Database (ORD), a public repository of structured organic reaction records. The task is: describe an organic reaction: reactants, conditions, products, and yield Reactants: CC(C)(C)OC(=O)NCCCC[C@@H](C(=O)O)N (lys(Boc)), C(=O)(C(F)(F)F)O (TFA). Yields the product N[C@@H](CCCCN)C(=O)O (Lys). RXN SMILES: CC(OC([NH:8][CH2:9][CH2:10][CH2:11][CH2:12][C@H:13]([NH2:17])[C:14]([OH:16])=[O:15])=O)(C)C.C(O)(C(F)(F)F)=O>>[NH2:17][C@H:13]([C:14]([OH:16])=[O:15])[CH2:12][CH2:11][CH2:10][CH2:9][NH2:8]. Procedure: A portion of 40.0 mg (18.9 μmol, 1.00 eq) of PMB-protected (Trimer-lys(Boc))2-TEGDA OMe was treated with hot TFA according to general procedure E to yield (Trimer-Lys)2-TEGDA as a colorless solid. Yield: 26.0 mg (18.3 μmol, 97%).